describe an organic reaction: reactants, conditions, products, and yield From a dataset of the Open Reaction Database (ORD), a public repository of structured organic reaction records. Reactants: N1=C(C=CC=C1C=O)C=O (2,6-Pyridinedicarboxaldehyde), ClC1=C(N)C(=CC=C1)Cl (2,6-dichloroaniline). Solvent: C1(=CC=CC=C1)C (toluene). The product is ClC1=C(C(=CC=C1)Cl)N=CC1=NC(=CC=C1)C=NC1=C(C=CC=C1Cl)Cl (2,6-bis-[(2,6-dichlorophenylimino) methyl]pyridine). As a reaction SMILES: [N:1]1[C:6]([CH:7]=O)=[CH:5][CH:4]=[CH:3][C:2]=1[CH:9]=O.[Cl:11][C:12]1[CH:18]=[CH:17][CH:16]=[C:15]([Cl:19])[C:13]=1[NH2:14]>C1(C)C=CC=CC=1>[Cl:11][C:12]1[CH:18]=[CH:17][CH:16]=[C:15]([Cl:19])[C:13]=1[N:14]=[CH:9][C:2]1[CH:3]=[CH:4][CH:5]=[C:6]([CH:7]=[N:14][C:13]2[C:12]([Cl:11])=[CH:18][CH:17]=[CH:16][C:15]=2[Cl:19])[N:1]=1. Procedure: 2,6-Pyridinedicarboxaldehyde (1 g, 7.4 mmol) and 2,6-dichloroaniline (2.6 g, 16.0 mmol) were dissolved in 100 ml of toluene. To this solution 4 Å molecular sieves were added. After standing for 2 days, with addition of more 4 Å molecular sieves the mixture was filtered. The solvent was removed in vacuo. The residue was crystallised from ethanol. Yield 1.4 g (45%) of 6. 1H-NMR (CDCl3) δ 8.53 (s, 2H, HC═N), 8.45 (d, 2H, Py-Hm), 8.02 (t, 1H, Py-Hp), 7.36 (d, 4H, ArH), 7.03 (t, 2H, ArH). Reactants: ClCCBr, [K+], [K+], O=C([O-])[O-], CN(C)C=O, CSc1nc2cc(O)ccc2s1. The product is CSc1nc2cc(OCCCl)ccc2s1. RXN SMILES: [Br:13][CH2:14][CH2:15][Cl:16].[K+:17].[K+:18].[O-:19][C:20]([O-:21])=[O:22].[O:23]=[CH:24][N:25]([CH3:26])[CH3:27].[OH:1][c:2]1[cH:3][cH:4][c:5]2[c:6]([n:7][c:8]([S:10][CH3:11])[s:9]2)[cH:12]1>>[O:1]([c:2]1[cH:3][cH:4][c:5]2[c:6]([n:7][c:8]([S:10][CH3:11])[s:9]2)[cH:12]1)[CH2:14][CH2:15][Cl:16]. The reactants are CC#CCO, [Cl-], CC1CC(C)CN(c2nc(F)nc(F)c2Cl)C1, [H-], [NH4+], [Na+], C1CCOC1. The product is CC#CCOc1nc(F)nc(N2CC(C)CC(C)C2)c1Cl. As a reaction SMILES: [CH2:3]([C:4]#[C:5][CH3:6])[OH:7].[Cl-:25].[Cl:8][c:9]1[c:10]([F:24])[n:11][c:12]([F:23])[n:13][c:14]1[N:15]1[CH2:16][CH:17]([CH3:22])[CH2:18][CH:19]([CH3:21])[CH2:20]1.[H-:1].[NH4+:26].[Na+:2].[O:27]1[CH2:28][CH2:29][CH2:30][CH2:31]1>>[CH2:3]([C:4]#[C:5][CH3:6])[O:7][c:10]1[c:9]([Cl:8])[c:14]([N:15]2[CH2:16][CH:17]([CH3:22])[CH2:18][CH:19]([CH3:21])[CH2:20]2)[n:13][c:12]([F:23])[n:11]1. Reactants: COC(=O)c1cc(N2CCC(NC(=O)OCc3ccccc3)C(OC)C2)ccc1NC(C)=O, C, CCO, [H][H], [Pd]. The product is COC(=O)c1cc(N2CCC(N)C(OC)C2)ccc1NC(C)=O. RXN SMILES: [C:1]([CH3:2])(=[O:3])[NH:4][c:5]1[c:6]([C:7](=[O:8])[O:9][CH3:10])[cH:11][c:12]([N:15]2[CH2:16][CH:17]([O:32][CH3:33])[CH:18]([NH:21][C:22]([O:23][CH2:24][c:25]3[cH:26][cH:27][cH:28][cH:29][cH:30]3)=[O:31])[CH2:19][CH2:20]2)[cH:13][cH:14]1.[C:39].[CH3:36][CH2:37][OH:38].[H:34][H:35].[Pd:40]>>[C:1]([CH3:2])(=[O:3])[NH:4][c:5]1[c:6]([C:7](=[O:8])[O:9][CH3:10])[cH:11][c:12]([N:15]2[CH2:16][CH:17]([O:32][CH3:33])[CH:18]([NH2:21])[CH2:19][CH2:20]2)[cH:13][cH:14]1. Starting materials: C[Sn](C)(C)C (tetramethylstannane), BrC1=CC=C(C=C1)C1=C(N=C2N1C=CC=N2)C (3-(4-bromophenyl)-2-methyl-imidazo[1,2-a]pyrimidine). The reagents and catalysts are Cl[Pd]([P](C1=CC=CC=C1)(C2=CC=CC=C2)C3=CC=CC=C3)([P](C4=CC=CC=C4)(C5=CC=CC=C5)C6=CC=CC=C6)Cl (bis(triphenylphosphine)palladium(II) chloride). Run in CN(C)C=O (DMF). Run at temperature 130 celsius. The product is CC=1N=C2N(C=CC=N2)C1C1=CC=C(C=C1)C (2-Methyl-3-(p-tolyl)imidazo[1,2-a]pyrimidine). The yield is 64.5%. RXN SMILES: Br[C:2]1[CH:7]=[CH:6][C:5]([C:8]2[N:12]3[CH:13]=[CH:14][CH:15]=[N:16][C:11]3=[N:10][C:9]=2[CH3:17])=[CH:4][CH:3]=1.[CH3:18][Sn](C)(C)C>Cl[Pd](Cl)([P](C1C=CC=CC=1)(C1C=CC=CC=1)C1C=CC=CC=1)[P](C1C=CC=CC=1)(C1C=CC=CC=1)C1C=CC=CC=1.CN(C=O)C>[CH3:17][C:9]1[N:10]=[C:11]2[N:16]=[CH:15][CH:14]=[CH:13][N:12]2[C:8]=1[C:5]1[CH:6]=[CH:7][C:2]([CH3:18])=[CH:3][CH:4]=1 |^1:25,44|. Procedure: Add 3-(4-bromophenyl)-2-methyl-imidazo[1,2-a]pyrimidine (1.00 g, 3.470 mmol) and DMF (17 mL) to a 50 mL screw-cap vial (fitted with stir bar). Degas the solution with nitrogen for 3 min. Add tetramethylstannane (1.91 mL, 13.88 mmol) and bis(triphenylphosphine)palladium(II) chloride (0.36 g, 520.57 μmol) to the vial, and close the vial. Heat the mixture in an oil bath to 130° C. for 2 hours. Cool the reaction to room temperature, and quench with an excess of water. Extract the mixture with EtOAc.... Reactants: [N+](=O)([O-])C1=C2C=CC(=NC2=CC=C1)Cl (5-nitro-2-chloroquinoline), COC1=C(CN)C=CC=C1 (2-methoxybenzylamine), N1=CNC2=C1C=CC(=C2)C=O (3H-benzimidazole-5-carbaldehyde). Yields the product N1=CNC2=C1C=CC(=C2)CNC=2C=1C=CC(=NC1C=CC2)NCC2=C(C=CC=C2)OC (N5-(3H-Benzoimidazol-5-ylmethyl)-N2-(2-methoxy-benzyl)-quinoline-2,5-diamine). As a reaction SMILES: [N+:1]([C:4]1[CH:13]=[CH:12][CH:11]=[C:10]2[C:5]=1[CH:6]=[CH:7][C:8](Cl)=[N:9]2)([O-])=O.[CH3:15][O:16][C:17]1[CH:24]=[CH:23][CH:22]=[CH:21][C:18]=1[CH2:19][NH2:20].[N:25]1[C:29]2[CH:30]=[CH:31][C:32]([CH:34]=O)=[CH:33][C:28]=2[NH:27][CH:26]=1>>[N:25]1[C:29]2[CH:30]=[CH:31][C:32]([CH2:34][NH:1][C:4]3[C:5]4[CH:6]=[CH:7][C:8]([NH:20][CH2:19][C:18]5[CH:21]=[CH:22][CH:23]=[CH:24][C:17]=5[O:16][CH3:15])=[N:9][C:10]=4[CH:11]=[CH:12][CH:13]=3)=[CH:33][C:28]=2[NH:27][CH:26]=1. Procedure: The title compound, MS: m/e=410.1 (M+H+), was prepared from 5-nitro-2-chloroquinoline, 2-methoxybenzylamine and 3H-benzimidazole-5-carbaldehyde as described in example 26. The reactants are NN, C1CCOC1, O, O=C1Nc2ccccc2C(c2ccccc2)=NC1N1C(=O)c2ccccc2C1=O. Product: NC1N=C(c2ccccc2)c2ccccc2NC1=O. Reaction SMILES: [NH2:31][NH2:32].[O:33]1[CH2:34][CH2:35][CH2:36][CH2:37]1.[OH2:30].[c:1]1([C:7]2=[N:8][CH:9]([N:19]3[C:20](=[O:21])[c:22]4[cH:23][cH:24][cH:25][cH:26][c:27]4[C:28]3=[O:29])[C:10](=[O:18])[NH:11][c:12]3[c:13]2[cH:14][cH:15][cH:16][cH:17]3)[cH:2][cH:3][cH:4][cH:5][cH:6]1>>[c:1]1([C:7]2=[N:8][CH:9]([NH2:19])[C:10](=[O:18])[NH:11][c:12]3[c:13]2[cH:14][cH:15][cH:16][cH:17]3)[cH:2][cH:3][cH:4][cH:5][cH:6]1. The reactants are [F-].[K+] (Potassium fluoride), ClC1=NC(=CC2=C1N(C=N2)CC2=CC=C(C=C2)C(F)(F)F)Cl (4,6-dichloro-3-(4-(trifluoromethyl)benzyl)-3H-imidazo[4,5-c]pyridine), Cl.C1(CCC1)[C@@H](C)N ((R)-1-cyclobutylethanamine hydrochloride), C1CCC2=NCCCN2CC1 (DBU). Solvent: O (water), CCOC(=O)C (EtOAc), CC(=O)N(C)C (DMA). Reaction conditions: temperature 120 celsius. The product is ClC1=CC2=C(C(=N1)N[C@H](C)C1CCC1)N(C=N2)CC2=CC=C(C=C2)C(F)(F)F ((R)-6-chloro-N-(1-cyclobutylethyl)-3-(4-(trifluoromethyl)benzyl)-3H-imidazo[4,5-c]pyridin-4-amine). Reaction SMILES: [F-].[K+].Cl[C:4]1[C:9]2[N:10]([CH2:13][C:14]3[CH:19]=[CH:18][C:17]([C:20]([F:23])([F:22])[F:21])=[CH:16][CH:15]=3)[CH:11]=[N:12][C:8]=2[CH:7]=[C:6]([Cl:24])[N:5]=1.Cl.[CH:26]1([C@H:30]([NH2:32])[CH3:31])[CH2:29][CH2:28][CH2:27]1.C1CCN2C(=NCCC2)CC1>CC(N(C)C)=O.O.CCOC(C)=O>[Cl:24][C:6]1[N:5]=[C:4]([NH:32][C@@H:30]([CH:26]2[CH2:29][CH2:28][CH2:27]2)[CH3:31])[C:9]2[N:10]([CH2:13][C:14]3[CH:19]=[CH:18][C:17]([C:20]([F:23])([F:22])[F:21])=[CH:16][CH:15]=3)[CH:11]=[N:12][C:8]=2[CH:7]=1 |f:0.1,3.4|. Reported procedure: Potassium fluoride (0.940 g, 16.18 mmol) was added to a stirred solution of 4,6-dichloro-3-(4-(trifluoromethyl)benzyl)-3H-imidazo[4,5-c]pyridine (2.8 g, 8.09 mmol) in DMA (22.40 ml). The solution was stirred at room temperature for 5 min. (R)-1-cyclobutylethanamine hydrochloride (2.194 g, 16.18 mmol) and DBU (3.66 ml, 24.27 mmol) were added and the reaction mixture was heated at 120° C. overnight. The reaction mixture was cooled to room temperature and diluted with water and EtOAc. The aqueous l...